describe an organic reaction: reactants, conditions, products, and yield From a dataset of the Open Reaction Database (ORD), a public repository of structured organic reaction records. Reactants: CC(C=O)(C)C (2,2-dimethylpropanal), C(C=CCO)O (but-2-ene-1,4-diol), O (water). Reagents/catalysts: C1(=CC=C(C=C1)S(=O)(=O)O)C (p-toluenesulfonic acid). Run in C1(=CC=CC=C1)C (toluene). Yields the product C(C)(C)(C)C1OCC=CCO1 (2-tert-butyl-4,7-dihydro-1,3-dioxepin). Isolated yield 89.9%. RXN SMILES: [CH3:1][C:2]([CH3:6])([CH3:5])[CH:3]=[O:4].[CH2:7](O)[CH:8]=[CH:9][CH2:10][OH:11].O>C1(C)C=CC=CC=1.C1(C)C=CC(S(O)(=O)=O)=CC=1>[C:2]([CH:3]1[O:11][CH2:10][CH:9]=[CH:8][CH2:7][O:4]1)([CH3:6])([CH3:5])[CH3:1]. Reported procedure: A mixture of 430 g (5 moles) of 2,2-dimethylpropanal, 3 g of p-toluenesulfonic acid and 440 g (5 moles) of but-2-ene-1,4-diol in 1000 ml of toluene was refluxed, and the water of reaction formed was removed in the course of 3 hours (h). The mixture was then left to cool to room temperature, 10 ml of a 25% strength sodium hydroxide solution were added to the solution, the mixture was washed neutral with a little water and the toluene was distilled off under reduced pressure at from 50° to 60° C. ... The reactants are CCOC(=O)C=C(C)NC1C(=O)N2C1SCC(C)(Cl)C2C(=O)OC(c1ccccc1)c1ccccc1, CC(C)=O, ClC(Cl)Cl, Cl. The product is CC1(Cl)CSC2C(N)C(=O)N2C1C(=O)OC(c1ccccc1)c1ccccc1. As a reaction SMILES: [C:1]([CH:2]=[C:3]([CH3:4])[NH:9][CH:10]1[CH:11]2[N:12]([CH:13]([C:19](=[O:20])[O:21][CH:22]([c:23]3[cH:24][cH:25][cH:26][cH:27][cH:28]3)[c:29]3[cH:30][cH:31][cH:32][cH:33][cH:34]3)[C:14]([CH3:17])([Cl:18])[CH2:15][S:16]2)[C:35]1=[O:36])([O:5][CH2:6][CH3:7])=[O:8].[CH3:42][C:43](=[O:44])[CH3:45].[CH:38]([Cl:39])([Cl:40])[Cl:41].[ClH:37]>>[NH2:9][CH:10]1[CH:11]2[N:12]([CH:13]([C:19](=[O:20])[O:21][CH:22]([c:23]3[cH:24][cH:25][cH:26][cH:27][cH:28]3)[c:29]3[cH:30][cH:31][cH:32][cH:33][cH:34]3)[C:14]([CH3:17])([Cl:18])[CH2:15][S:16]2)[C:35]1=[O:36]. Starting materials: C(C)(=O)N[C@@H](CS)C(=O)O (N-Acetyl-L-cysteine), [N+](=[N-])=C (diazomethane). The solvent is CCOCC (ether). Conditions: time 8 hour. Product: COC([C@@H](NC(C)=O)CS)=O (N-acetyl-L-cysteine methyl ester). Reaction SMILES: [C:1]([NH:4][C@H:5]([C:8]([OH:10])=[O:9])[CH2:6][SH:7])(=[O:3])[CH3:2].[N+](=[CH2:13])=[N-]>CCOCC>[CH3:13][O:9][C:8](=[O:10])[C@H:5]([CH2:6][SH:7])[NH:4][C:1](=[O:3])[CH3:2]. Procedure details: N-Acetyl-L-cysteine (5 g, 30.6 mM) was treated with excess diazomethane (generated from N-nitrosomethyl urea) in ether for 6 hr at RT. Unreacted starting material was removed by filtration and the resulting yellow filtrate was allowed to stand overnight. The solvent was removed in vacuo and the residue crystallized from Et2O/Pet. ether to give pure N-acetyl-L-cysteine methyl ester (650 mg); mp 73°-76° C. compared to a literature mp of 81°-82° C. in the Journal of Organic Chemistry, Vol. 35, p. 3...